From a dataset of the Open Reaction Database (ORD), a public repository of structured organic reaction records. describe an organic reaction: reactants, conditions, products, and yield Reactants: S(=O)([O-])[O-].[Na+].[Na+] (sodium sulfite), CS(=O)(=O)O (Methanesulfonic acid), OO (hydrogen peroxide), ClC1=C(CN2C(=C(C=3N(C(N(C(C32)=O)C)=O)C)C=O)N3C[C@@H](CCC3)NC(OC(C)(C)C)=O)C=CC=C1 (tert-butyl {(3R)-1-[5-(2-chlorobenzyl)-7-formyl-1,3-dimethyl-2,4-dioxo-2,3,4,5-tetrahydro-1H-pyrrolo[3,2-d]pyrimidin-6-yl]piperidin-3-yl}carbamate). Solvent: CO (methanol). Conditions: time 2 hour. Product: ClC1=C(CN2C(=C(C=3N(C(N(C(C32)=O)C)=O)C)O)N3C[C@@H](CCC3)NC(OC(C)(C)C)=O)C=CC=C1 (tert-Butyl {(3R)-1-[5-(2-chlorobenzyl)-7-hydroxy-1,3-dimethyl-2,4-dioxo-2,3,4,5-tetrahydro-1H-pyrrolo[3,2-d]pyrimidin-6-yl]piperidin-3-yl}carbamate). As a reaction SMILES: CS(O)(=O)=O.OO.[Cl:8][C:9]1[CH:44]=[CH:43][CH:42]=[CH:41][C:10]=1[CH2:11][N:12]1[C:20]2[C:19](=[O:21])[N:18]([CH3:22])[C:17](=[O:23])[N:16]([CH3:24])[C:15]=2[C:14](C=O)=[C:13]1[N:27]1[CH2:32][CH2:31][CH2:30][C@@H:29]([NH:33][C:34](=[O:40])[O:35][C:36]([CH3:39])([CH3:38])[CH3:37])[CH2:28]1.S([O-])([O-])=[O:46].[Na+].[Na+]>CO>[Cl:8][C:9]1[CH:44]=[CH:43][CH:42]=[CH:41][C:10]=1[CH2:11][N:12]1[C:20]2[C:19](=[O:21])[N:18]([CH3:22])[C:17](=[O:23])[N:16]([CH3:24])[C:15]=2[C:14]([OH:46])=[C:13]1[N:27]1[CH2:32][CH2:31][CH2:30][C@@H:29]([NH:33][C:34](=[O:40])[O:35][C:36]([CH3:38])([CH3:39])[CH3:37])[CH2:28]1 |f:3.4.5|. Procedure: Methanesulfonic acid (21 μl) and a 30% aqueous hydrogen peroxide solution (54 μl) were added to a solution of tert-butyl {(3R)-1-[5-(2-chlorobenzyl)-7-formyl-1,3-dimethyl-2,4-dioxo-2,3,4,5-tetrahydro-1H-pyrrolo[3,2-d]pyrimidin-6-yl]piperidin-3-yl}carbamate (132 mg) in methanol (4 ml), and the resulting mixture was stirred at room temperature for 2 hours. A 10% aqueous sodium sulfite solution was added to the reaction solution, followed by extraction with ethyl acetate (50 ml). The organic layer ... Reactants: FC=1C=C(C=CC1OC(F)(F)F)[C@H](NC(C1=NC=C(C(=C1)O)[N+](=O)[O-])=O)C1=NC=CC=C1F ((S)—N-((3-fluoro-4-(trifluoromethoxy)phenyl)(3-fluoropyridin-2-yl)methyl)-4-hydroxy-5-nitropicolinamide), O.NN (hydrazine hydrate), CCOC(=O)C (EtOAc). Run at time 3 hour. Procedure details: To a stirred solution of (S)—N-((3-fluoro-4-(trifluoromethoxy)phenyl)(3-fluoropyridin-2-yl)methyl)-4-hydroxy-5-nitropicolinamide (0.35 g, 0.0007 mol) in MeOH (10 mL) was added Raney Ni (0.3 g, Monarch), followed by hydrazine hydrate (2 mL, Aldrich) added in a drop-wise fashion at rt. The reaction mixture was stirred for 3 h. After completion of the reaction (monitored by TLC, 50% EtOAc in hexane), the reaction mixture was filtered through Celite® brand filter agent and concentrated providing a r... The solvent is CO (MeOH), CCCCCC (hexane). RXN SMILES: [F:1][C:2]1[CH:3]=[C:4]([C@@H:13]([C:27]2[C:32]([F:33])=[CH:31][CH:30]=[CH:29][N:28]=2)[NH:14][C:15](=[O:26])[C:16]2[CH:21]=[C:20]([OH:22])[C:19]([N+:23]([O-])=O)=[CH:18][N:17]=2)[CH:5]=[CH:6][C:7]=1[O:8][C:9]([F:12])([F:11])[F:10].O.NN.CCOC(C)=O>CO.CCCCCC.[Ni]>[NH2:23][C:19]1[C:20]([OH:22])=[CH:21][C:16]([C:15]([NH:14][C@@H:13]([C:4]2[CH:5]=[CH:6][C:7]([O:8][C:9]([F:11])([F:10])[F:12])=[C:2]([F:1])[CH:3]=2)[C:27]2[C:32]([F:33])=[CH:31][CH:30]=[CH:29][N:28]=2)=[O:26])=[N:17][CH:18]=1 |f:1.2|. Reagents/catalysts: [Ni] (Ni). Yields the product NC=1C(=CC(=NC1)C(=O)N[C@H](C1=NC=CC=C1F)C1=CC(=C(C=C1)OC(F)(F)F)F)O ((S)-5-Amino-N-((3-fluoro-4-(trifluoromethoxy)phenyl) (3-fluoropyridin-2-yl)methyl)-4-hydroxypicolinamide). Reactants: BrC1=C(C(=CC(=C1)Br)C(C)(C)C)O (2,4-dibromo-6-tert-butylphenol), BrCCBr (1,2-dibromoethane), C(=O)([O-])[O-].[K+].[K+] (K2CO3). Solvent: CC(=O)C (acetone). Yields the product BrC1=C(C(=CC(=C1)Br)C(C)(C)C)OCCBr (1,5-dibromo-(2-bromoethoxy)-3-tert-butylbenzene). Reaction SMILES: [Br:1][C:2]1[CH:7]=[C:6]([Br:8])[CH:5]=[C:4]([C:9]([CH3:12])([CH3:11])[CH3:10])[C:3]=1[OH:13].[Br:14][CH2:15][CH2:16]Br.C([O-])([O-])=O.[K+].[K+]>CC(C)=O>[Br:1][C:2]1[CH:7]=[C:6]([Br:8])[CH:5]=[C:4]([C:9]([CH3:10])([CH3:12])[CH3:11])[C:3]=1[O:13][CH2:16][CH2:15][Br:14] |f:2.3.4|. Reported procedure: To a solution of 2,4-dibromo-6-tert-butylphenol (5.00 g, 16.2 mmol) in acetone (70 mL) is added 1,2-dibromoethane (2.80 mL, 32.5 mmol) and K2CO3 (6.70 g, 48.7 mmol). The mixture is heated at reflux for 14 h, and then is filtered and evaporated. The residue is purified by chromatography over SiO2 eluting 15 with hexanes. The resulting oil is distilled to give 1,5-dibromo-(2-bromoethoxy)-3-tert-butylbenzene as a pale yellow oil. Starting materials: CS(C)=O, CC#N, Clc1cccc(Cl)c1, COc1cc(OC)n2nc(N)nc2n1, O=S(=O)(Cl)Cl, c1ccncc1. Product: COc1cc(OC)n2nc(NS(=O)(=O)c3c(Cl)cccc3Cl)nc2n1. RXN SMILES: [CH3:34][S:35]([CH3:36])=[O:37].[CH3:38][C:39]#[N:40].[Cl:20][c:21]1[cH:22][c:23]([Cl:27])[cH:24][cH:25][cH:26]1.[NH2:1][c:2]1[n:3][n:4]2[c:5]([n:6][c:7]([O:12][CH3:13])[cH:8][c:9]2[O:10][CH3:11])[n:14]1.[S:15](=[O:16])(=[O:17])([Cl:18])[Cl:19].[cH:28]1[cH:29][cH:30][n:31][cH:32][cH:33]1>>[NH:1]([c:2]1[n:3][n:4]2[c:5]([n:6][c:7]([O:12][CH3:13])[cH:8][c:9]2[O:10][CH3:11])[n:14]1)[S:15](=[O:16])(=[O:17])[c:22]1[c:21]([Cl:20])[cH:26][cH:25][cH:24][c:23]1[Cl:27]. Reactants: BrCCOC1CCCCO1, CC(C)(C)OC(=O)N1CCC(c2ncc[nH]2)CC1, CS(C)=O, [K+], [OH-]. The product is CC(C)(C)OC(=O)N1CCC(c2nccn2CCOC2CCCCO2)CC1. RXN SMILES: [Br:21][CH2:22][CH2:23][O:24][CH:25]1[O:26][CH2:27][CH2:28][CH2:29][CH2:30]1.[C:1]([CH3:2])([CH3:3])([CH3:4])[O:5][C:6](=[O:7])[N:8]1[CH2:9][CH2:10][CH:11]([c:14]2[nH:15][cH:16][cH:17][n:18]2)[CH2:12][CH2:13]1.[CH3:31][S:32]([CH3:33])=[O:34].[K+:20].[OH-:19]>>[C:1]([CH3:2])([CH3:3])([CH3:4])[O:5][C:6](=[O:7])[N:8]1[CH2:9][CH2:10][CH:11]([c:14]2[n:15][cH:16][cH:17][n:18]2[CH2:22][CH2:23][O:24][CH:25]2[O:26][CH2:27][CH2:28][CH2:29][CH2:30]2)[CH2:12][CH2:13]1. Starting materials: COC1=C2OC=3C=CC(=CC3C(C2=CC=C1)=O)[N+](=O)[O-] (5-Methoxy-2-nitroxanthone), stannous chloride dihydrate, Cl (hydrochloric acid). Yields the product Cl.NC1=CC=2C(C3=CC=CC(=C3OC2C=C1)OC)=O (2-amino-5-methoxyxanthone hydrochloride). RXN SMILES: [CH3:1][O:2][C:3]1[CH:16]=[CH:15][CH:14]=[C:13]2[C:4]=1[O:5][C:6]1[CH:7]=[CH:8][C:9]([N+:18]([O-])=O)=[CH:10][C:11]=1[C:12]2=[O:17].[ClH:21]>>[ClH:21].[NH2:18][C:9]1[CH:8]=[CH:7][C:6]2[O:5][C:4]3[C:13](=[CH:14][CH:15]=[CH:16][C:3]=3[O:2][CH3:1])[C:12](=[O:17])[C:11]=2[CH:10]=1 |f:2.3|. Reported procedure: 5-Methoxy-2-nitroxanthone (5.0 g.) is added in small portions during 30 minutes to a stirred mixture of stannous chloride dihydrate (30 g.) and concentrated hydrochloric acid (30 ml.) heated on a steam-bath. The mixture is stirred and heated on a steam-bath for a further 2 hours. The precipitate is filtered off, washed with water and stirred with 5N sodium hydroxide solution (50 ml.) for 1 hour. The solid is filtered off, made into a slurry with methanol and treated with ethereal hydrochloric ac... Reactants: OC(CBr)CC1=CC=CC=C1 (2-hydroxy-3-phenyl-propyl bromide), C(C)(=O)Cl (acetyl chloride), C(C)(=O)Cl (acetyl chloride). Run in ClCCl (dichloromethane). The product is C(C)(=O)[O-] (acetate), C(C)(=O)OC(CBr)CC1=CC=CC=C1 (2-acetoxy-3-phenyl-propyl bromide). The yield is 167.9%. Reaction SMILES: [OH:1][CH:2]([CH2:5][C:6]1[CH:11]=[CH:10][CH:9]=[CH:8][CH:7]=1)[CH2:3][Br:4].[C:12](Cl)(=[O:14])[CH3:13]>ClCCl>[C:2]([O-:1])(=[O:14])[CH3:5].[C:12]([O:1][CH:2]([CH2:5][C:6]1[CH:11]=[CH:10][CH:9]=[CH:8][CH:7]=1)[CH2:3][Br:4])(=[O:14])[CH3:13]. Procedure: 8 g (37.2 mmol) of 2-hydroxy-3-phenyl-propyl bromide are dissolved at room temperature in 80 ml of dichloromethane; with stirring, 2.64 ml (37.2 mmol) of acetyl chloride and after 3 hours a further 2.64 ml (37.2 mmol) of acetyl chloride are added dropwise thereto; the mixture is stirred for 4 hours at 60° and for 16 hours at room temperature and washed with 25 ml each of water and saturated sodium chloride solution. The aqueous phases are combined and washed with 30 ml of dichloromethane. The co... Conditions: time 16 hour. Run in TBF, O (water). Procedure details: The ethyl ester 2-2 (190 mg, 0.8 mmol) in TBF (10 mL) and water (10 mL) was treated with 1 N NaOH (1.6 mL, 1.6 mmol). After stirring at room temperature for 16 hours, the solution was neutralized with 1N HCl and then the solvents removed in vacuo. The residue, 2-3, was used as such in the next step. Yields the product NC1=NC(=CC(=N1)N)CCCCC(=O)O (5-(2,4-diaminopyrimid-6-yl)pentanoic acid). RXN SMILES: C([O:3][C:4](=[O:17])[CH2:5][CH2:6][CH2:7][CH2:8][C:9]1[N:14]=[C:13]([NH2:15])[N:12]=[C:11]([NH2:16])[CH:10]=1)C.[OH-].[Na+].Cl>O>[NH2:15][C:13]1[N:12]=[C:11]([NH2:16])[CH:10]=[C:9]([CH2:8][CH2:7][CH2:6][CH2:5][C:4]([OH:17])=[O:3])[N:14]=1 |f:1.2|. Reactants: C(C)OC(CCCCC1=CC(=NC(=N1)N)N)=O (5-(2,4-diaminopyrimid-6-yl)pentanoic acid ethyl ester), [OH-].[Na+] (NaOH), Cl (HCl). Reactants: C(C)C=1C(=NC(=CN1)CC)N[C@H]1[C@H](CC2=CC=CC=C12)O ((1R,2S)-1-[(3,6-diethylpyrazin-2-yl)amino]-2,3-dihydro-1H-inden-2-ol), COC1=C2CCCC(C2=CC=C1)N (5-methoxy-1,2,3,4-tetrahydronaphthalen-1-amine). Product: C(C)C=1C(=NC(=CN1)CC)NC1CCCC2=C(C=CC=C12)OC (3,6-diethyl-N-(5-methoxy-1,2,3,4-tetrahydronaphthalen-1-yl)pyrazin-2-amine). Reaction SMILES: [CH2:1]([C:3]1[C:4](N[C@@H]2C3C(=CC=CC=3)C[C@@H]2O)=[N:5][C:6]([CH2:9][CH3:10])=[CH:7][N:8]=1)[CH3:2].[CH3:22][O:23][C:24]1[CH:33]=[CH:32][CH:31]=[C:30]2[C:25]=1[CH2:26][CH2:27][CH2:28][CH:29]2[NH2:34]>>[CH2:1]([C:3]1[C:4]([NH:34][CH:29]2[C:30]3[C:25](=[C:24]([O:23][CH3:22])[CH:33]=[CH:32][CH:31]=3)[CH2:26][CH2:27][CH2:28]2)=[N:5][C:6]([CH2:9][CH3:10])=[CH:7][N:8]=1)[CH3:2]. Procedure details: Following the procedure for the preparation of (1R,2S)-1-[(3,6-diethylpyrazin-2-yl)amino]-2,3-dihydro-1H-inden-2-ol but substituting 5-methoxy-1,2,3,4-tetrahydronaphthalen-1-amine and making non-critical variations provided the title compound as a oil: 1H NMR (400 MHz, CDCl3) δ 7.66, 7.19, 7.00, 6.78, 5.47, 4.54, 3.87, 2.83, 2.68, 2.54, 2.06, 2.02, 1.97, 1.31; 13C NMR (100 MHz, CDCl3) δ 157.50, 153.66, 161.36, 140.81, 139.90, 129.80, 127.37, 126.82, 121.33, 108.49, 55.75, 48.72, 29.44, 28.55, 26...